From a dataset of the Open Reaction Database (ORD), a public repository of structured organic reaction records. describe an organic reaction: reactants, conditions, products, and yield The reactants are CN1N=NC=C1C(=O)C1=CN=NN1C (bis(1-methyl-1H-1,2,3-triazol-5-yl)methanone), CN1N=NC=C1C(=O)C1=CN=NN1C (bis(1-methyl-1H-1,2,3-triazol-5-yl)methanone), BrC=1C=C2C(=C(C(=NC2=CC1)C(F)(F)F)C1=CC=CC=C1)C(F)(F)F (6-Bromo-3-phenyl-2,4-bis(trifluoromethyl)quinoline), BrC=1C=C2C(=C(C(=NC2=CC1)C(F)(F)F)C1=CC=CC=C1)C(F)(F)F (6-Bromo-3-phenyl-2,4-bis(trifluoromethyl)quinoline), C(C)(C)[Mg]Cl (iPrMgCl). Solvent: C1CCOC1 (THF), C1CCOC1 (THF). Conditions: time 3 hour. Yields the product CN1N=NC=C1C(O)(C=1C=C2C(=C(C(=NC2=CC1)C(F)(F)F)C1=CC=CC=C1)C(F)(F)F)C1=CN=NN1C (Bis(1-methyl-1H-1,2,3-triazol-5-yl)(3-phenyl-2,4-bis(trifluoromethyl)quinolin-6-yl)methanol). As a reaction SMILES: Br[C:2]1[CH:3]=[C:4]2[C:9](=[CH:10][CH:11]=1)[N:8]=[C:7]([C:12]([F:15])([F:14])[F:13])[C:6]([C:16]1[CH:21]=[CH:20][CH:19]=[CH:18][CH:17]=1)=[C:5]2[C:22]([F:25])([F:24])[F:23].C([Mg]Cl)(C)C.[CH3:31][N:32]1[C:36]([C:37]([C:39]2[N:43]([CH3:44])[N:42]=[N:41][CH:40]=2)=[O:38])=[CH:35][N:34]=[N:33]1>C1COCC1>[CH3:44][N:43]1[C:39]([C:37]([C:36]2[N:32]([CH3:31])[N:33]=[N:34][CH:35]=2)([C:2]2[CH:3]=[C:4]3[C:9](=[CH:10][CH:11]=2)[N:8]=[C:7]([C:12]([F:15])([F:13])[F:14])[C:6]([C:16]2[CH:21]=[CH:20][CH:19]=[CH:18][CH:17]=2)=[C:5]3[C:22]([F:25])([F:24])[F:23])[OH:38])=[CH:40][N:41]=[N:42]1. Procedure: A ˜−70° C. solution of 6-iodo-3-phenyl-2,4-bis(trifluoromethyl)quinoline (152 mg, 0.326 mmol; Intermediate 8, step d) in THF (0.322 mL) was treated with iPrMgCl (2.06 M in THF; 0.158 mL, 0.326 mmol) dropwise via syringe under argon over the course of 30 sec to provide an amber solution that became a yellow opaque slurry within 2 min. After 2 additional min the dark yellow opaque slurry was removed from the cold bath and immediately treated rapidly dropwise with a pre-formed solution of bis(1-met... Starting materials: CCN(C(C)C)C(C)C, ClCCl, Cc1ccc(F)cc1C(=O)Nc1ccc(C(=O)Cl)c(Cl)c1, c1ccc2c(c1)Cn1nccc1CN2. Product: Cc1ccc(F)cc1C(=O)Nc1ccc(C(=O)N2Cc3ccnn3Cc3ccccc32)c(Cl)c1. As a reaction SMILES: [CH:36]([N:37]([CH:38]([CH3:39])[CH3:40])[CH2:41][CH3:42])([CH3:43])[CH3:44].[Cl:45][CH2:46][Cl:47].[F:15][c:16]1[cH:17][cH:18][c:19]([CH3:35])[c:20]([C:21](=[O:22])[NH:23][c:24]2[cH:25][c:26]([Cl:33])[c:27]([C:28](=[O:29])[Cl:30])[cH:31][cH:32]2)[cH:34]1.[n:1]1[cH:2][cH:3][c:4]2[n:10]1[CH2:9][c:8]1[c:7]([cH:14][cH:13][cH:12][cH:11]1)[NH:6][CH2:5]2>>[n:1]1[cH:2][cH:3][c:4]2[n:10]1[CH2:9][c:8]1[c:7]([cH:14][cH:13][cH:12][cH:11]1)[N:6]([C:28]([c:27]1[c:26]([Cl:33])[cH:25][c:24]([NH:23][C:21]([c:20]3[c:19]([CH3:35])[cH:18][cH:17][c:16]([F:15])[cH:34]3)=[O:22])[cH:32][cH:31]1)=[O:29])[CH2:5]2. The reactants are C(C1=CC=CO1)=O (furfural), O (water), S1C(=S)NC(=O)C1 (rhodanine), C(C)(=O)[O-].[Na+] (sodium acetate). Solvent: C(C)(=O)O (acetic acid). Conditions: temperature 85 celsius, time 40 minute. Product: S1C(=S)NC(=O)C1.C(C1=CC=CO1)=O (furfural rhodanine). Yield: 78.3%. As a reaction SMILES: [CH:1](=[O:7])[C:2]1[O:6][CH:5]=[CH:4][CH:3]=1.[S:8]1[CH2:14][C:12](=[O:13])[NH:11][C:9]1=[S:10].C([O-])(=O)C.[Na+].O>C(O)(=O)C>[S:8]1[CH2:14][C:12](=[O:13])[NH:11][C:9]1=[S:10].[CH:1](=[O:7])[C:2]1[O:6][CH:5]=[CH:4][CH:3]=1 |f:2.3,6.7|. Procedure: In 150 mL of acetic acid, were suspended 11.7 g (121 mmol) of furfural and 16.25 g (122 mmol) of rhodanine. To the suspension, was added 31.0 g (378 mmol) of sodium acetate, and the mixture was stirred at 85° C. for 1 hour and 40 min. After confirming the appearance of a bright orange precipitate, the reaction suspension was cooled to room temperature and poured into 200 mL of water. After thorough stirring, the resulting precipitate was filtered under reduced pressure, and the residue was washe... The reactants are 1-fluoro-1,1-dinitropropanol-2, FC([N+](=O)[O-])[N+](=O)[O-] (fluorodinitromethane), aqueous solution, C(C)=O (acetaldehyde), S(O)(O)(=O)=O (sulfuric acid). The reagents and catalysts are C([O-])(O)=O.[Na+] (sodium bicarbonate). Run in O (water). Product: FC(C(C)O)([N+](=O)[O-])[N+](=O)[O-] (1-fluoro-1,1-dinitro-2-propanol). RXN SMILES: [CH:1](=[O:3])[CH3:2].[F:4][CH:5]([N+:9]([O-:11])=[O:10])[N+:6]([O-:8])=[O:7].S(=O)(=O)(O)O>C(=O)(O)[O-].[Na+].O>[F:4][C:5]([N+:9]([O-:11])=[O:10])([N+:6]([O-:8])=[O:7])[CH:1]([OH:3])[CH3:2] |f:3.4|. Reported procedure: "1-fluoro-1,1-dinitropropanol-2. A 38% aqueous solution of acetaldehyde, 5.2 g, was added to a well-stirred and cooled mixture of 3.7 g of fluorodinitromethane and 5 ml of water. A few drops of saturated sodium bicarbonate solution was added and the mixture stirred with continued cooling for 1 hr. It was then acidified with dilute sulfuric acid, the product extracted into methylene chloride, and the extract dried and distilled. Obtained was 4 g (79%), bp 40°-42° (0.5 mm)." Starting materials: C(C)C1=C(C=2N3C(C=CC=C13)=C(C2)C2=CC=C(C=C2)O)C2=CC=C(C=C2)OC (1-Ethyl-4-(4-hydroxyphenyl)-2-(4-methoxyphenyl)pyrrolo[2,1,5-cd]indolizine), C([O-])([O-])=O.[K+].[K+] (potassium carbonate), Cl.ClCCN1CCCCC1 (1-(2-chloroethyl)piperidine hydrochloride). Reagents/catalysts: [I-].[Na+] (sodium iodide). The solvent is CC(=O)C (acetone). Reaction conditions: time 16 hour. Yields the product C(C)C1=C(C=2N3C(C=CC=C13)=C(C2)C2=CC=C(C=C2)OCCN2CCCCC2)C2=CC=C(C=C2)OC (1-Ethyl-2-(4-methoxyphenyl)-4-(4-(2-piperidinoethoxy)phenyl)pyrrolo[2,1,5-cd]indolizine). Yield: 68.0%. As a reaction SMILES: [CH2:1]([C:3]1[C:11]2[N:6]3[C:7](=[C:12]([C:14]4[CH:19]=[CH:18][C:17]([OH:20])=[CH:16][CH:15]=4)[CH:13]=[C:5]3[C:4]=1[C:21]1[CH:26]=[CH:25][C:24]([O:27][CH3:28])=[CH:23][CH:22]=1)[CH:8]=[CH:9][CH:10]=2)[CH3:2].C(=O)([O-])[O-].[K+].[K+].Cl.Cl[CH2:37][CH2:38][N:39]1[CH2:44][CH2:43][CH2:42][CH2:41][CH2:40]1>CC(C)=O.[I-].[Na+]>[CH2:1]([C:3]1[C:11]2[N:6]3[C:7](=[C:12]([C:14]4[CH:15]=[CH:16][C:17]([O:20][CH2:37][CH2:38][N:39]5[CH2:44][CH2:43][CH2:42][CH2:41][CH2:40]5)=[CH:18][CH:19]=4)[CH:13]=[C:5]3[C:4]=1[C:21]1[CH:26]=[CH:25][C:24]([O:27][CH3:28])=[CH:23][CH:22]=1)[CH:8]=[CH:9][CH:10]=2)[CH3:2] |f:1.2.3,4.5,7.8|. Procedure details: 1-Ethyl-4-(4-hydroxyphenyl)-2-(4-methoxyphenyl)pyrrolo[2,1,5-cd]indolizine (0.368 g, 1.0 mmol), potassium carbonate (2.07 g, 15.9 mmol), sodium iodide (8 mg, 0.05 mmol) and 1-(2-chloroethyl)piperidine hydrochloride was suspended in 70 ml of dry acetone. The mixture was refluxed for 6 hours, and stirred at room temperature for 16 hours. Remaining salts were filtered off, and the solvent was evaporated. The crude product was purified by column chromatography over silica gel 60, using 15% of methan...